This data is from the Open Reaction Database (ORD), a public repository of structured organic reaction records. The task is: describe an organic reaction: reactants, conditions, products, and yield Reactants: C(C)(=O)OCC (Ethyl acetate), Cl.N1CCC2(CC1)CCC1=C2NC=2C=CC=CC12 (1,4-dihydrospiro[cyclopent[b]indole-3(2H), 4′-pipendine] hydrochloride), C([O-])([O-])=O.[K+].[K+] (potassium carbonate), C(C1=CC=CC=C1)(=O)Cl (benzoyl chloride). Run in C(C)#N (acetonitrile). Yields the product C(C1=CC=CC=C1)(=O)N1CCC2(CC1)CCC1=C2NC=2C=CC=CC12 (1′-Benzoyl-1,4-dihydrospiro[cyclopent[b]indole-3(2H), 4′-piperidine]). Isolated yield 34.0%. As a reaction SMILES: Cl.[NH:2]1[CH2:7][CH2:6][C:5]2([C:11]3[NH:12][C:13]4[CH:14]=[CH:15][CH:16]=[CH:17][C:18]=4[C:10]=3[CH2:9][CH2:8]2)[CH2:4][CH2:3]1.C(=O)([O-])[O-].[K+].[K+].[C:25](Cl)(=[O:32])[C:26]1[CH:31]=[CH:30][CH:29]=[CH:28][CH:27]=1.C(OCC)(=O)C>C(#N)C>[C:25]([N:2]1[CH2:3][CH2:4][C:5]2([C:11]3[NH:12][C:13]4[CH:14]=[CH:15][CH:16]=[CH:17][C:18]=4[C:10]=3[CH2:9][CH2:8]2)[CH2:6][CH2:7]1)(=[O:32])[C:26]1[CH:31]=[CH:30][CH:29]=[CH:28][CH:27]=1 |f:0.1,2.3.4|. Procedure details: To a solution of 1,4-dihydrospiro[cyclopent[b]indole-3(2H), 4′-pipendine] hydrochloride (1.0 g) and potassium carbonate (0.8 g) in acetonitrile (10 ml) was added benzoyl chloride (0.5 g), under nitrogen, with stirring. The reaction mixture was heated under reflux for 5 hrs and allowed to cool to ambient temperature. Ethyl acetate (200 ml) was added, and the mixture was washed with water and saturated sodium hydroxide solution, dried over anhydrous magnesium sulfate, filtered and the filtrate was...